Task: describe an organic reaction: reactants, conditions, products, and yield. Dataset: the Open Reaction Database (ORD), a public repository of structured organic reaction records Starting materials: [BH4-], CC(C)(C)OC(=O)NCc1ccccc1-n1nc(C(F)(F)F)cc1C(=O)O, N#Cc1ccccc1-n1nc(C(F)(F)F)cc1-c1ccco1, CCOC(C)=O, Cl, [Na+], [Na+], CN(C)C=O, [OH-]. Yields the product NCc1ccccc1-n1nc(C(F)(F)F)cc1-c1ccco1. RXN SMILES: [BH4-:50].[C:1]([NH:2][CH2:3][c:4]1[cH:5][cH:6][cH:7][cH:8][c:9]1-[n:10]1[c:11]([C:12]([OH:13])=[O:14])[cH:15][c:16]([C:17]([F:18])([F:19])[F:20])[n:21]1)([O:22][C:23]([CH3:24])([CH3:25])[CH3:26])=[O:27].[C:28](#[N:29])[c:30]1[c:31](-[n:36]2[n:37][c:38]([C:46]([F:47])([F:48])[F:49])[cH:39][c:40]2-[c:41]2[o:42][cH:43][cH:44][cH:45]2)[cH:32][cH:33][cH:34][cH:35]1.[CH3:60][CH2:61][O:62][C:63]([CH3:64])=[O:65].[ClH:52].[Na+:51].[Na+:54].[O:55]=[CH:56][N:57]([CH3:58])[CH3:59].[OH-:53]>>[CH2:28]([NH2:29])[c:30]1[c:31](-[n:36]2[n:37][c:38]([C:46]([F:47])([F:48])[F:49])[cH:39][c:40]2-[c:41]2[o:42][cH:43][cH:44][cH:45]2)[cH:32][cH:33][cH:34][cH:35]1. Starting materials: CCCC[Sn](Cl)(Cl)CCCC, C1CCOC1, CCOC(C)=O, COC(=O)c1ccc(C=O)cc1, Nc1nc2ccc(OCCN3CCOCC3)cc2s1, [SiH3]c1ccccc1. The product is COC(=O)c1ccc(CNc2nc3ccc(OCCN4CCOCC4)cc3s2)cc1. Reaction SMILES: [CH2:32]([Sn:33]([Cl:34])([Cl:35])[CH2:36][CH2:37][CH2:38][CH3:39])[CH2:40][CH2:41][CH3:42].[CH2:56]1[O:57][CH2:58][CH2:59][CH2:60]1.[CH3:50][CH2:51][O:52][C:53](=[O:54])[CH3:55].[CH:20](=[O:21])[c:22]1[cH:23][cH:24][c:25]([C:26](=[O:27])[O:28][CH3:29])[cH:30][cH:31]1.[O:1]1[CH2:2][CH2:3][N:4]([CH2:7][CH2:8][O:9][c:10]2[cH:11][c:12]3[c:13]([n:14][c:15]([NH2:17])[s:16]3)[cH:18][cH:19]2)[CH2:5][CH2:6]1.[c:43]1([SiH3:44])[cH:45][cH:46][cH:47][cH:48][cH:49]1>>[O:1]1[CH2:2][CH2:3][N:4]([CH2:7][CH2:8][O:9][c:10]2[cH:11][c:12]3[c:13]([n:14][c:15]([NH:17][CH2:20][c:22]4[cH:23][cH:24][c:25]([C:26](=[O:27])[O:28][CH3:29])[cH:30][cH:31]4)[s:16]3)[cH:18][cH:19]2)[CH2:5][CH2:6]1. Starting materials: C1CCOC1, CS(=O)(=O)N1CCC(O)C1, CC(NCc1ccc(Cl)c(O)c1)c1cccc(Cl)c1, CC(C)OC(=O)N=NC(=O)OC(C)C, c1ccc(P(c2ccccc2)c2ccccc2)cc1. Product: CC(NCc1ccc(Cl)c(OC2CCN(S(C)(=O)=O)C2)c1)c1cccc(Cl)c1. As a reaction SMILES: [CH2:63]1[O:64][CH2:65][CH2:66][CH2:67]1.[CH3:53][S:54](=[O:55])(=[O:56])[N:57]1[CH2:58][CH:59]([OH:62])[CH2:60][CH2:61]1.[Cl:1][c:2]1[c:3]([OH:19])[cH:4][c:5]([CH2:8][NH:9][CH:10]([CH3:11])[c:12]2[cH:13][c:14]([Cl:18])[cH:15][cH:16][cH:17]2)[cH:6][cH:7]1.[O:39]=[C:40]([O:41][CH:42]([CH3:43])[CH3:44])[N:45]=[N:46][C:47]([O:48][CH:49]([CH3:50])[CH3:51])=[O:52].[c:20]1([P:21]([c:22]2[cH:23][cH:24][cH:25][cH:26][cH:27]2)[c:28]2[cH:29][cH:30][cH:31][cH:32][cH:33]2)[cH:34][cH:35][cH:36][cH:37][cH:38]1>>[Cl:1][c:2]1[c:3]([O:19][CH:59]2[CH2:58][N:57]([S:54]([CH3:53])(=[O:55])=[O:56])[CH2:61][CH2:60]2)[cH:4][c:5]([CH2:8][NH:9][CH:10]([CH3:11])[c:12]2[cH:13][c:14]([Cl:18])[cH:15][cH:16][cH:17]2)[cH:6][cH:7]1. Starting materials: [Cl-], [Cl-], [Cl-], [Cl-], ClCCl, CC(C)(C)C(=O)OCC1OC(OCc2ccccc2)C(O)C(OC(=O)C(C)(C)C)C1F, O=S(=O)(OS(=O)(=O)C(F)(F)F)C(F)(F)F, [N-]=[N+]=[N-], [NH4+], [NH4+], [NH4+], [NH4+], [Na+], c1ccncc1. Yields the product CC(C)(C)C(=O)OCC1OC(OCc2ccccc2)C(N=[N+]=[N-])C(OC(=O)C(C)(C)C)C1F. As a reaction SMILES: [Cl-:57].[Cl-:62].[Cl-:63].[Cl-:64].[Cl:65][CH2:66][Cl:67].[F:22][CH:23]1[CH:24]([O:46][C:47]([C:48]([CH3:49])([CH3:50])[CH3:51])=[O:52])[CH:25]([OH:45])[CH:26]([O:27][CH2:28][c:29]2[cH:30][cH:31][cH:32][cH:33][cH:34]2)[O:35][CH:36]1[CH2:37][O:38][C:39]([C:40]([CH3:41])([CH3:42])[CH3:43])=[O:44].[F:7][C:8]([F:9])([F:10])[S:11]([O:12][S:13]([C:14]([F:15])([F:16])[F:17])(=[O:18])=[O:19])(=[O:20])=[O:21].[N-:54]=[N+:55]=[N-:56].[NH4+:58].[NH4+:59].[NH4+:60].[NH4+:61].[Na+:53].[cH:1]1[cH:2][cH:3][n:4][cH:5][cH:6]1>>[F:22][CH:23]1[CH:24]([O:46][C:47]([C:48]([CH3:49])([CH3:50])[CH3:51])=[O:52])[CH:25]([N:54]=[N+:55]=[N-:56])[CH:26]([O:27][CH2:28][c:29]2[cH:30][cH:31][cH:32][cH:33][cH:34]2)[O:35][CH:36]1[CH2:37][O:38][C:39]([C:40]([CH3:41])([CH3:42])[CH3:43])=[O:44]. Starting materials: OCC=1C=C(C(=O)O)C=C(C1)C (3-hydroxymethyl-5-methyl-benzoic acid). Reagents/catalysts: O=[Mn]=O (MnO2), O=[Mn]=O (MnO2). Solvent: CC#N (MeCN), C(C)#N (acetonitrile). Run at time 4 hour. Product: C(=O)C=1C=C(C(=O)O)C=C(C1)C (3-formyl-5-methyl-benzoic acid). The yield is 53.9%. Reaction SMILES: [OH:1][CH2:2][C:3]1[CH:4]=[C:5]([CH:9]=[C:10]([CH3:12])[CH:11]=1)[C:6]([OH:8])=[O:7]>CC#N.O=[Mn]=O>[CH:2]([C:3]1[CH:4]=[C:5]([CH:9]=[C:10]([CH3:12])[CH:11]=1)[C:6]([OH:8])=[O:7])=[O:1]. Reported procedure: To a solution of 3-bromomethyl-5-methyl-benzoic acid (3.90 g, 17 mmol) in water (30 mL) and MeCN (30 mL), Cu(NO3)2 hemipentahydrate (12.77 g, 68 mmol) followed by water (50 mL) was added. The turquoise mixture was refluxed for 2 h before it was concentrated to about half of the original volume. The dark green solution was extracted three times with EA (150 mL). The org. extracts were washed twice with water (2×50 mL), combined, dried over Na2SO4, filtered and concentrated. The white residue was ... The reactants are [Na] (Sodium), [OH-].[Na+] (sodium hydroxide), [N+](=O)([O-])C1=C(C(=CC=C1)C)C (3-nitro-ortho-xylene), C(C(=O)OCC)(=O)OCC (diethyl oxalate). Run in C(C)O (ethanol), O (water). Run at time 18 hour. Product: CC1=C(C(=CC=C1)[N+](=O)[O-])CC(C(=O)O)=O (2-Methyl-6-nitro-α-oxobenzenepropanoic acid). The yield is 61.0%. RXN SMILES: [Na].[N+:2]([C:5]1[CH:10]=[CH:9][CH:8]=[C:7]([CH3:11])[C:6]=1[CH3:12])([O-:4])=[O:3].[C:13](OCC)(=[O:19])[C:14]([O:16]CC)=[O:15].[OH-].[Na+]>O.C(O)C>[CH3:11][C:7]1[CH:8]=[CH:9][CH:10]=[C:5]([N+:2]([O-:4])=[O:3])[C:6]=1[CH2:12][C:13](=[O:19])[C:14]([OH:16])=[O:15] |f:3.4,^1:0|. Procedure: Sodium (3.802 g, 165.38 mmol, 2.5 eq) was added portionwise into ethanol (66 mL, 1M) at 0° C. Next, 3-nitro-ortho-xylene (10.00 g, 66.15 mmol, 1 eq) and diethyl oxalate (19.33 g, 132.23 mmol, 2 eq) were added. The mixture was stirred at room temperature for 18 hours and then refluxed for 10 minutes. 1N sodium hydroxide and water were added and the reaction was stirred for one hour. The ethanol was removed under vacuum. Water was added and the aqueous solution was acidified with concentrated hydr... The reactants are FC1=C(C(=CC=2OC3=CC=CC=C3SC12)O)F (1,2-difluoro-3-phenoxathiinol), IC(C)C (2-iodopropane), C(=O)([O-])[O-].[Cs+].[Cs+] (Cs2CO3), C(C)N(C([O-])=S)CC (N,N-diethylthiocarbamate), NN.O (H2NNH2.H2O). The solvent is CN(C)C=O (DMF), CCOC(=O)C (EtOAc), CCO (EtOH), CCOCC (Et2O), O (water). Reaction conditions: time 5 hour. The product is FC1=C(C(=CC=2OC3=CC=CC=C3SC12)OC(C)C)F (1,2-difluoro-3-isopropoxyphenoxathiin). The yield is 89.6%. As a reaction SMILES: C(N(CC)C(=S)[O-])C.NN.O.[F:12][C:13]1[C:26]2[S:25][C:24]3[C:19](=[CH:20][CH:21]=[CH:22][CH:23]=3)[O:18][C:17]=2[CH:16]=[C:15]([OH:27])[C:14]=1[F:28].I[CH:30]([CH3:32])[CH3:31].C([O-])([O-])=O.[Cs+].[Cs+]>CCO.CCOC(C)=O.CCOCC.O.CN(C=O)C>[F:12][C:13]1[C:26]2[S:25][C:24]3[C:19](=[CH:20][CH:21]=[CH:22][CH:23]=3)[O:18][C:17]=2[CH:16]=[C:15]([O:27][CH:30]([CH3:32])[CH3:31])[C:14]=1[F:28] |f:1.2,5.6.7|. Procedure: A suspension of O-[1,2-difluoro)phenoxathiin-3yl] N,N-diethylthiocarbamate (200 mg, 0.54 mmol) (Example 16) and H2NNH2.H2O (2.64 mL, 54.4 mmol) in 20 mL absolute EtOH was refluxed for 2 h. After cooling, to room temperature the reaction was diluted with EtOAc (75 mL), washed with 10% aqueous HCl (100 mL) and brine (100 mL), dried (Na2SO4), and concentrated in vacuo to 130 mg of crude 1,2-difluoro-3-phenoxathiinol as a yellow-brown solid: TLC (EtOAc/hexane, 40:60) Rf =0.46; 1H-NMR (CDCI3) δ 6.53 ... Reactants: O1CCN(CC1)CCCN1CCCC2=CC(=CC=C12)N (1-(3-morpholinopropyl)-1,2,3,4-tetrahydroquinolin-6-amine), I.S1C(=CC=C1)C(=N)SC (methyl thiophene-2-carbimidothioate hydroiodide). Run in O (water), C([O-])([O-])=O.[Na+].[Na+] (sodium carbonate), C(C)O (ethanol). Conditions: time 8 hour. Product: O1CCN(CC1)CCCN1CCCC2=CC(=CC=C12)NC(=N)C=1SC=CC1 (N-(1-(3-morpholinopropyl)-1,2,3,4-tetrahydroquinolin-6-yl)thiophene-2-carboximidamide). Yield: 49.7%. RXN SMILES: [O:1]1[CH2:6][CH2:5][N:4]([CH2:7][CH2:8][CH2:9][N:10]2[C:19]3[C:14](=[CH:15][C:16]([NH2:20])=[CH:17][CH:18]=3)[CH2:13][CH2:12][CH2:11]2)[CH2:3][CH2:2]1.I.[S:22]1[CH:26]=[CH:25][CH:24]=[C:23]1[C:27](SC)=[NH:28]>C(O)C.O.C(=O)([O-])[O-].[Na+].[Na+]>[O:1]1[CH2:6][CH2:5][N:4]([CH2:7][CH2:8][CH2:9][N:10]2[C:19]3[C:14](=[CH:15][C:16]([NH:20][C:27]([C:23]4[S:22][CH:26]=[CH:25][CH:24]=4)=[NH:28])=[CH:17][CH:18]=3)[CH2:13][CH2:12][CH2:11]2)[CH2:3][CH2:2]1 |f:1.2,5.6.7|. Procedure: To a stirred solution of 1-(3-morpholinopropyl)-1,2,3,4-tetrahydroquinolin-6-amine (190 mg, 0.690 mmol) in ethanol (10 ml) under argon was added methyl thiophene-2-carbimidothioate hydroiodide (393 mg, 1.380 mmol). The resulting suspension was then stirred overnight at room temperature. The mixture was then diluted with water and sodium carbonate and extracted with dichloromethane (3×). The combined organics were dried, filtered and concentrated, then chromatographed in ethyl acetate, followed b... Reactants: ClC1=CC=C(C=C1)NC1=CC=CC2=C1N(C(N2)=O)C (7-[(4-chlorophenyl)amino]-1-methyl-1,3-dihydro-2H-benzimidazol-2-one), COC1=CC=C(CCl)C=C1 (4-methoxybenzyl chloride), C([O-])([O-])=O.[K+].[K+] (potassium carbonate), CN(C=O)C (N,N-dimethylformamide). The solvent is O (water). Conditions: temperature 70 celsius, time 100 minute. The product is ClC1=CC=C(C=C1)NC1=CC=CC2=C1N(C(N2CC2=CC=C(C=C2)OC)=O)C (7-[(4-Chlorophenyl)amino]-3-(4-methoxybenzyl)-1-methyl-1,3-dihydro-2H-benzimidazol-2-one). As a reaction SMILES: [Cl:1][C:2]1[CH:7]=[CH:6][C:5]([NH:8][C:9]2[C:14]3[N:15]([CH3:19])[C:16](=[O:18])[NH:17][C:13]=3[CH:12]=[CH:11][CH:10]=2)=[CH:4][CH:3]=1.[CH3:20][O:21][C:22]1[CH:29]=[CH:28][C:25]([CH2:26]Cl)=[CH:24][CH:23]=1.C(=O)([O-])[O-].[K+].[K+].CN(C)C=O>O>[Cl:1][C:2]1[CH:3]=[CH:4][C:5]([NH:8][C:9]2[C:14]3[N:15]([CH3:19])[C:16](=[O:18])[N:17]([CH2:26][C:25]4[CH:28]=[CH:29][C:22]([O:21][CH3:20])=[CH:23][CH:24]=4)[C:13]=3[CH:12]=[CH:11][CH:10]=2)=[CH:6][CH:7]=1 |f:2.3.4|. Reported procedure: A mixture of 7-[(4-chlorophenyl)amino]-1-methyl-1,3-dihydro-2H-benzimidazol-2-one (0.27 g, 1.0 mmol), 4-methoxybenzyl chloride (0.17 ml, 1.20 mmol), potassium carbonate (0.21 g, 1.50 mmol) and N,N-dimethylformamide (1 ml) was stirred at 70° C. for 100 min. The mixture was diluted with water (20 ml) and extracted with ethyl acetate (30 ml). The extract was washed with water, dried over magnesium sulfate and evaporated in vacuo. The residue was flash chromatographed eluting with a 15% ethyl acetat...